describe an organic reaction: reactants, conditions, products, and yield From a dataset of the Open Reaction Database (ORD), a public repository of structured organic reaction records. Starting materials: S(=O)(Cl)Cl (thionyl chloride), BrC1=C(C=CC(=C1)OCC=1N(N=NC1C(C)C)C1=C(C=CC=C1Cl)Cl)C1=CC=C(C=C1)C(=O)O (2′-bromo-4′-[3-(2,6-dichloro-phenyl)-5-isopropyl-3H-[1,2,3]triazol-4-ylmethoxy]-biphenyl-4-carboxylic acid). Run at time 8 hour. The product is BrC1=C(C=CC(=C1)OCC=1N(N=NC1C(C)C)C1=C(C=CC=C1Cl)Cl)C1=CC=C(C=C1)C(=O)Cl (2′-Bromo-4′-[3-(2,6-dichloro-phenyl)-5-isopropyl-3H-[1,2,3]triazol-4-ylmethoxy]-biphenyl-4-carbonyl chloride). RXN SMILES: S(Cl)([Cl:3])=O.[Br:5][C:6]1[CH:11]=[C:10]([O:12][CH2:13][C:14]2[N:15]([C:22]3[C:27]([Cl:28])=[CH:26][CH:25]=[CH:24][C:23]=3[Cl:29])[N:16]=[N:17][C:18]=2[CH:19]([CH3:21])[CH3:20])[CH:9]=[CH:8][C:7]=1[C:30]1[CH:35]=[CH:34][C:33]([C:36]([OH:38])=O)=[CH:32][CH:31]=1>>[Br:5][C:6]1[CH:11]=[C:10]([O:12][CH2:13][C:14]2[N:15]([C:22]3[C:23]([Cl:29])=[CH:24][CH:25]=[CH:26][C:27]=3[Cl:28])[N:16]=[N:17][C:18]=2[CH:19]([CH3:20])[CH3:21])[CH:9]=[CH:8][C:7]=1[C:30]1[CH:35]=[CH:34][C:33]([C:36]([Cl:3])=[O:38])=[CH:32][CH:31]=1. Procedure details: To thionyl chloride (1.5 mL, 20 mmol) is added 2′-bromo-4′-[3-(2,6-dichloro-phenyl)-5-isopropyl-3H-[1,2,3]triazol-4-ylmethoxy]-biphenyl-4-carboxylic acid (0.074 g, 0.13 mmol). The reaction is stirred overnight at room temperature. The reaction mixture is concentrated under reduced pressure to give 2′-Bromo-4′-[3-(2,6-dichloro-phenyl)-5-isopropyl-3H-[1,2,3]triazol-4-ylmethoxy]-biphenyl-4-carbonyl chloride. Reactants: CC(C)(C)[Si](OC(C)(C)C#CC[C@@H](C)C1=CC[C@H]2C3=CC=C4C[C@H](CC[C@]4(C)[C@H]3CC[C@]12C)O[Si](C(C(C)C)(C)C)(C)C)(C)C ([[(3β)-25-[[(1,1-dimethylethyl)dimethylsilyl]oxy]cholesta-5,7,16-trien-23-yn-3-yl]oxy]dimethyl(1,1,2-trimethylpropyl)silane), O.[F-].C(CCC)[N+](CCCC)(CCCC)CCCC (tetrabutylammonium fluoride hydrate). Solvent: C(C)(=O)OCC (ethyl acetate), [Cl-].[NH4+] (ammonium chloride), C1CCOC1 (THF), C1CCOC1 (THF). Reaction conditions: time 18 hour. Yields the product CC(C)(C#CC[C@@H](C)C1=CC[C@H]2C3=CC=C4C[C@H](CC[C@]4(C)[C@H]3CC[C@]12C)O)O ((3β)-cholesta-5,7,16-trien-23-yne-3,25-diol). The yield is 53.8%. RXN SMILES: CC([Si](C)(C)[O:6][C:7]([C:10]#[C:11][CH2:12][C@H:13]([C:15]1[C@:32]2([CH3:33])[C@H:18]([C:19]3[C@H:29]([CH2:30][CH2:31]2)[C@:27]2([CH3:28])[C:22]([CH2:23][C@@H:24]([O:34][Si](C)(C)C(C)(C)C(C)C)[CH2:25][CH2:26]2)=[CH:21][CH:20]=3)[CH2:17][CH:16]=1)[CH3:14])([CH3:9])[CH3:8])(C)C.O.[F-].C([N+](CCCC)(CCCC)CCCC)CCC>C1COCC1.C(OCC)(=O)C.[Cl-].[NH4+]>[CH3:8][C:7]([OH:6])([C:10]#[C:11][CH2:12][C@H:13]([C:15]1[C@:32]2([CH3:33])[C@H:18]([C:19]3[C@H:29]([CH2:30][CH2:31]2)[C@:27]2([CH3:28])[C:22]([CH2:23][C@@H:24]([OH:34])[CH2:25][CH2:26]2)=[CH:21][CH:20]=3)[CH2:17][CH:16]=1)[CH3:14])[CH3:9] |f:1.2.3,6.7|. Reported procedure: To a solution of 114 g (131 mmol) crude [[(3β)-25-[[(1,1-dimethylethyl)dimethylsilyl]oxy]cholesta-5,7,16-trien-23-yn-3-yl]oxy]dimethyl(1,1,2-trimethylpropyl)silane in 500 mL of THF was added 200 g (765 mmol) tetrabutylammonium fluoride hydrate with the aid of 500 mL of THF. After stirring at room temperature for 18 hr., the mixture was diluted with 500 mL of ethyl acetate and 500 mL of 10% aqueous ammonium chloride. The aqueous layer was extracted twice with 500 mL each of ethyl acetate. The com... Starting materials: C(CC)OCCOC(C1=C(NC(=C(C1C1=CC(=CC=C1)[N+](=O)[O-])C(CS(NC(C)C)(=O)=O)=O)C)C)=O (1,4-dihydro-5-[(isopropylsulfamoyl)acetyl]-2,6-dimethyl-4-(3-nitrophenyl)nicotinic acid 2-propoxyethyl ester), [BH4-].[Na+] (sodium borohydride), C(Cl)Cl.C(C)(=O)OCC (methylene chloride ethyl acetate). The solvent is C(C)O (ethanol), CN(C=O)C (dimethylformamide). Product: C(CC)OCCOC(C1=C(NC(=C(C1C1=CC(=CC=C1)[N+](=O)[O-])\C=C\S(NC(C)C)(=O)=O)C)C)=O (1,4-dihydro-5-[(E)-2-(isopropylsulfamoyl)vinyl]-2,6-dimethyl-4-(3-nitrophenyl)nicotinic acid 2-propoxyethyl ester). Isolated yield 88.4%. RXN SMILES: [CH2:1]([O:4][CH2:5][CH2:6][O:7][C:8](=[O:36])[C:9]1[CH:14]([C:15]2[CH:20]=[CH:19][CH:18]=[C:17]([N+:21]([O-:23])=[O:22])[CH:16]=2)[C:13]([C:24](=O)[CH2:25][S:26](=[O:32])(=[O:31])[NH:27][CH:28]([CH3:30])[CH3:29])=[C:12]([CH3:34])[NH:11][C:10]=1[CH3:35])[CH2:2][CH3:3].[BH4-].[Na+].C(Cl)Cl.C(OCC)(=O)C>C(O)C.CN(C)C=O>[CH2:1]([O:4][CH2:5][CH2:6][O:7][C:8](=[O:36])[C:9]1[CH:14]([C:15]2[CH:20]=[CH:19][CH:18]=[C:17]([N+:21]([O-:23])=[O:22])[CH:16]=2)[C:13](/[CH:24]=[CH:25]/[S:26](=[O:31])(=[O:32])[NH:27][CH:28]([CH3:30])[CH3:29])=[C:12]([CH3:34])[NH:11][C:10]=1[CH3:35])[CH2:2][CH3:3] |f:1.2,3.4|. Procedure details: Analogously to Example 18, 1.05 g of 1,4-dihydro-5-[(isopropylsulfamoyl)acetyl]-2,6-dimethyl-4-(3-nitrophenyl)nicotinic acid 2-propoxyethyl ester were treated with 0.08 g of sodium borohydride in a mixture of 10 ml of ethanol and 2 ml of dimethylformamide. After chromatography with methylene chloride/ethyl acetate (4:1) as the elution agent there was obtained 0.90 g of 1,4-dihydro-5-[(E)-2-(isopropylsulfamoyl)vinyl]-2,6-dimethyl-4-(3-nitrophenyl)nicotinic acid 2-propoxyethyl ester in the form of... The reactants are ClC1=NC(=CC=C1I)Cl (2,6-dichloro-3-iodopyridine), C[Si](C(F)(F)F)(C)C (trimethyl(trifluoromethyl)silane), [F-].[K+] (Potassium fluoride), N (ammonia), C[Si](C(F)(F)F)(C)C (trimethyl(trifluoromethyl)silane). Reagents/catalysts: [Cu]I (copper (I) iodide). The solvent is CN(C=O)C (N,N-dimethylformamide), CN(C=O)C (N,N-dimethylformamide), O1CCCC1 (tetrahydrofuran). The product is ClC1=NC(=CC=C1C(F)(F)F)Cl (2,6-dichloro-3-(trifluoromethyl)pyridine). Isolated yield 96.8%. RXN SMILES: [F-].[K+].C[Si](C)(C)[C:5]([F:8])([F:7])[F:6].[Cl:11][C:12]1[C:17](I)=[CH:16][CH:15]=[C:14]([Cl:19])[N:13]=1.N>CN(C)C=O.[Cu]I.O1CCCC1>[Cl:11][C:12]1[C:17]([C:5]([F:8])([F:7])[F:6])=[CH:16][CH:15]=[C:14]([Cl:19])[N:13]=1 |f:0.1|. Procedure details: Potassium fluoride (2.24 g, 38.5 mmol) and copper (I) iodide (7.33 g, 38.5 mmol) were weighed in a flask, and the mixture was heated with a gas burner while gently shaking under high vacuum until the content becomes a pale-yellow green. After cooling to room temperature, anhydrous N,N-dimethylformamide (50 ml), anhydrous tetrahydrofuran (10 ml) and trimethyl(trifluoromethyl)silane (5.5 ml, 35 mmol) were added. The mixture was heated to 50° C., and stirred for 21 hrs. A mixed solution of 2,6-dich... Starting materials: Brc1cnc2[nH]ccc2c1, CC(C)=O, O=C1CCC(=O)N1I. As a reaction SMILES: [Br:1][c:2]1[cH:3][c:4]2[c:5]([n:6][cH:7]1)[nH:8][cH:9][cH:10]2.[CH3:19][C:20](=[O:21])[CH3:22].[I:11][N:12]1[C:13](=[O:14])[CH2:15][CH2:16][C:17]1=[O:18]>>[Br:1][c:2]1[cH:3][c:4]2[c:5]([n:6][cH:7]1)[nH:8][cH:9][c:10]2[I:11]. The product is Brc1cnc2[nH]cc(I)c2c1.